Dataset: the Open Reaction Database (ORD), a public repository of structured organic reaction records. Task: describe an organic reaction: reactants, conditions, products, and yield Starting materials: BrC=1C=C(C=CC1)C(C=C(C)C1=CC(=CC=C1)Br)=O (1,3-bis(3-bromophenyl)but-2-en-1-one), ClC=1C=C(C=CC1)C(C)=O (m-chloroacetophenone), three, C(C)O (ethanol), [Si](Cl)(Cl)(Cl)Cl (silicon tetrachloride). The solvent is O (water). Product: BrC=1C=C(C=CC1)C1=CC(=CC(=C1)C1=CC(=CC=C1)Cl)C1=CC(=CC=C1)Br (1,3-Bis(3-bromophenyl)-5-(3-chlorophenyl) benzene). As a reaction SMILES: [Br:1][C:2]1[CH:3]=[C:4]([C:8](=O)[CH:9]=[C:10]([C:12]2[CH:17]=[CH:16][CH:15]=[C:14]([Br:18])[CH:13]=2)[CH3:11])[CH:5]=[CH:6][CH:7]=1.[Cl:20][C:21]1[CH:22]=[C:23]([C:27](=O)[CH3:28])[CH:24]=[CH:25][CH:26]=1.C(O)C.[Si](Cl)(Cl)(Cl)Cl>O>[Br:1][C:2]1[CH:3]=[C:4]([C:8]2[CH:28]=[C:27]([C:23]3[CH:24]=[CH:25][CH:26]=[C:21]([Cl:20])[CH:22]=3)[CH:11]=[C:10]([C:12]3[CH:17]=[CH:16][CH:15]=[C:14]([Br:18])[CH:13]=3)[CH:9]=2)[CH:5]=[CH:6][CH:7]=1. Procedure details: 1,3-bis(3-bromophenyl)but-2-en-1-one (6.15 g, 16.2 mmol) and m-chloroacetophenone (2.50 g, 16.2 mmol) were added to a 100 mL of three neck round bottom flask. To this flask, dry ethanol (40 mL) was added. The mixture was stirred vigorously, and then silicon tetrachloride (7 ml, 56 mmol) was added slowly. The mixture turned red and stirred 12 hours at room temperature. Then water (10 ml×2) was added and stirred for 20 minutes. Then filter the solution to get grey solid. Washed the solid with NaOH... Reactants: O=C(n1ccnc1)n1ccnc1, Cl, NCc1ccc(-n2c(-c3cccnc3N)nc3cc(-c4cccnc4)cnc32)cc1, O=C(O)c1ccccc1. The product is Nc1ncccc1-c1nc2cc(-c3cccnc3)cnc2n1-c1ccc(CNC(=O)c2ccccc2)cc1. As a reaction SMILES: [C:10]([n:11]1[cH:12][cH:13][n:14][cH:15]1)([n:16]1[cH:17][cH:18][n:19][cH:20]1)=[O:21].[ClH:22].[NH2:23][CH2:24][c:25]1[cH:26][cH:27][c:28](-[n:31]2[c:32](-[c:46]3[c:47]([NH2:52])[n:48][cH:49][cH:50][cH:51]3)[n:33][c:34]3[c:35]2[n:36][cH:37][c:38](-[c:40]2[cH:41][n:42][cH:43][cH:44][cH:45]2)[cH:39]3)[cH:29][cH:30]1.[OH:1][C:2](=[O:3])[c:4]1[cH:5][cH:6][cH:7][cH:8][cH:9]1>>[C:2](=[O:3])([c:4]1[cH:5][cH:6][cH:7][cH:8][cH:9]1)[NH:23][CH2:24][c:25]1[cH:26][cH:27][c:28](-[n:31]2[c:32](-[c:46]3[c:47]([NH2:52])[n:48][cH:49][cH:50][cH:51]3)[n:33][c:34]3[c:35]2[n:36][cH:37][c:38](-[c:40]2[cH:41][n:42][cH:43][cH:44][cH:45]2)[cH:39]3)[cH:29][cH:30]1. Reactants: CC1([C@@H](N[C@@H](S1)C1=CC=CC=C1)C(=O)O)C (5,5-dimethyl-2(S)-phenylthiazolidine-4(S)-carboxylic acid), ice water, C(C)(=O)Cl (acetyl chloride). Run in N1=CC=CC=C1 (pyridine), ice. The product is C(C)(=O)N1[C@@H](SC([C@@H]1C(=O)O)(C)C)C1=CC=CC=C1 (3-Acetyl-5,5-dimethyl-2(S)-phenylthiazolidine-4(S)-carboxylic acid). RXN SMILES: [CH3:1][C:2]1([CH3:16])[S:6][C@@H:5]([C:7]2[CH:12]=[CH:11][CH:10]=[CH:9][CH:8]=2)[NH:4][C@H:3]1[C:13]([OH:15])=[O:14].[C:17](Cl)(=[O:19])[CH3:18]>N1C=CC=CC=1>[C:17]([N:4]1[C@@H:3]([C:13]([OH:15])=[O:14])[C:2]([CH3:16])([CH3:1])[S:6][C@H:5]1[C:7]1[CH:12]=[CH:11][CH:10]=[CH:9][CH:8]=1)(=[O:19])[CH3:18]. Procedure: 0.47 g (2 mmoles) of 5,5-dimethyl-2(S)-phenylthiazolidine-4(S)-carboxylic acid is suspended in 5 ml of pyridine while stirring. The temperature of the suspension is adjusted to 5° C. by cooling with ice-water and 0.17 g of acetyl chloride is dropped in. The mixture is stirred for 1 additional hour, then poured in 60 ml of ice-cold 2N sulphuric acid. After several hours, the precipitated product is filtered out, washed with water and dried. The product is dissolved in ethanol and water is added t... Reactants: CN(C1(CCC(CC1)=O)C1=CC=CC=C1)C (4-dimethylamino-4-phenylcyclohexanone), C(C)(=O)O (acetic acid), C(C)(=O)O[BH-](OC(C)=O)OC(C)=O.[Na+] (sodium triacetoxyborohydride), NCCC1=CNC2=CC=CC=C12 (Tryptamine). The solvent is ClCCCl (1,2-dichloroethane), O (water). Conditions: time 3 day. The product is N1C=C(C2=CC=CC=C12)CCNC1CCC(CC1)(N(C)C)C1=CC=CC=C1 (N′-[2-(1H-indol-3-yl)-ethyl]-N,N-dimethyl-1-phenyl-cyclohexane-1,4-diamine). Reaction SMILES: [NH2:1][CH2:2][CH2:3][C:4]1[C:12]2[C:7](=[CH:8][CH:9]=[CH:10][CH:11]=2)[NH:6][CH:5]=1.[CH3:13][N:14]([CH3:28])[C:15]1([C:22]2[CH:27]=[CH:26][CH:25]=[CH:24][CH:23]=2)[CH2:20][CH2:19][C:18](=O)[CH2:17][CH2:16]1.C(O)(=O)C.C(O[BH-](OC(=O)C)OC(=O)C)(=O)C.[Na+]>ClCCCl.O>[NH:6]1[C:7]2[C:12](=[CH:11][CH:10]=[CH:9][CH:8]=2)[C:4]([CH2:3][CH2:2][NH:1][CH:18]2[CH2:17][CH2:16][C:15]([C:22]3[CH:23]=[CH:24][CH:25]=[CH:26][CH:27]=3)([N:14]([CH3:28])[CH3:13])[CH2:20][CH2:19]2)=[CH:5]1 |f:3.4|. Procedure: Tryptamine (320 mg) was dissolved in dry 1,2-dichloroethane (10 ml) under argon. After addition of 4-dimethylamino-4-phenylcyclohexanone (435 mg), glacial acetic acid (229 μl) and sodium triacetoxyborohydride (550 mg), the suspension was stirred for 3 days at RT. For working up, water (20 ml) was added to the reaction mixture. The organic phase was separated off and the aqueous phase was extracted once with ether and then rendered strongly alkaline with sodium hydroxide solution. The aqueous pha... Reactants: ClC(C(=O)C1=NC=CC(=C1)C)C (2-chloro-1-(4-methylpyridin-2-yl)propan-1-one), C(=NC(=S)N)(N)N (2-imino-4-thiobiuret). Solvent: C(C)O (ethanol). Yields the product N(C(=N)N)C=1SC(=C(N1)C1=NC=CC(=C1)C)C (2-guanidino-5-methyl-4-(4-methylpyridin-2-yl)thiazole). Yield: 74.7%. Reaction SMILES: Cl[CH:2]([CH3:12])[C:3]([C:5]1[CH:10]=[C:9]([CH3:11])[CH:8]=[CH:7][N:6]=1)=O.[C:13]([NH2:19])([NH2:18])=[N:14][C:15]([NH2:17])=[S:16]>C(O)C>[NH:14]([C:15]1[S:16][C:2]([CH3:12])=[C:3]([C:5]2[CH:10]=[C:9]([CH3:11])[CH:8]=[CH:7][N:6]=2)[N:17]=1)[C:13]([NH2:19])=[NH:18]. Procedure: To a solution of 2-chloro-1-(4-methylpyridin-2-yl)propan-1-one (0.4 g) in ethanol (5 ml) was added 2-imino-4-thiobiuret (257 mg). The mixture was refluxed for 2 hours, and the solvent was evaporated under reduced pressure. To the residue were added ethyl acetate and a saturated aqueous sodium hydrogencarbonate solution. The ethyl acetate layer was separated, washed with brine, dried over sodium sulfate and evaporated under reduced pressure. The residue was purified by column chromatography (sili... Starting materials: C1(=CC=C(C=C1)S(=O)(=O)Cl)C (p-Toluenesulphonyl chloride), C(CCCC)(=O)OCCCN1C(=NC=2C=[N+](C=3C=CC=CC3C21)[O-])CCCC (3-(2-Butyl-5-oxido-1H-imidazo[4,5-c]quinolin-1-yl)propyl pentanoate), [OH-].[NH4+] (ammonium hydroxide). Solvent: C(Cl)Cl (DCM). Reaction conditions: time 3 hour. Yields the product NC1=NC=2C=CC=CC2C2=C1N=C(N2CCCO)CCCC (3-(4-Amino-2-butyl-1H-imidazo[4,5-c]quinolin-1-yl)propan-1-ol). RXN SMILES: C1(C)C=CC(S(Cl)(=O)=O)=CC=1.C([O:18][CH2:19][CH2:20][CH2:21][N:22]1[C:34]2[C:33]3[CH:32]=[CH:31][CH:30]=[CH:29][C:28]=3[N+:27]([O-])=[CH:26][C:25]=2[N:24]=[C:23]1[CH2:36][CH2:37][CH2:38][CH3:39])(=O)CCCC.[OH-].[NH4+:41]>C(Cl)Cl>[NH2:41][C:26]1[C:25]2[N:24]=[C:23]([CH2:36][CH2:37][CH2:38][CH3:39])[N:22]([CH2:21][CH2:20][CH2:19][OH:18])[C:34]=2[C:33]2[CH:32]=[CH:31][CH:30]=[CH:29][C:28]=2[N:27]=1 |f:2.3|. Reported procedure: p-Toluenesulphonyl chloride (0.93 g) was added portionwise to a vigourously stirred mixture of the product from step (iv) (1.77 g) in DCM (50 mL) and ammonium hydroxide solution (35%, 5 mL) at rt. The reaction mixture was stirred for 3 h then partitioned between water/DCM. The organics were washed with saturated NaHCO3 solution, water, dried, and the solvent evaporated under reduced pressure. The residue was dissolved in MeOH (40 mL), water (20 mL) then 6M NaOH solution (2 mL) added and the mixt... Reactants: C[Si](C1=CC(=CO1)CCC(=O)OC)(C)C (methyl 3-(5-trimethylsilyl-3-furyl)propionate), [H-].[Al+3].[Li+].[H-].[H-].[H-] (lithium aluminum hydride). Run in O1CCCC1 (tetrahydrofuran), O1CCCC1 (tetrahydrofuran). Reaction conditions: time 3 hour. Yields the product C[Si](C1=CC(=CO1)CCCO)(C)C (3-(5-Trimethylsilyl-3-furyl)propan-1-ol). Reaction SMILES: [CH3:1][Si:2]([CH3:15])([CH3:14])[C:3]1[O:7][CH:6]=[C:5]([CH2:8][CH2:9][C:10](OC)=[O:11])[CH:4]=1.[H-].[Al+3].[Li+].[H-].[H-].[H-]>O1CCCC1>[CH3:15][Si:2]([CH3:1])([CH3:14])[C:3]1[O:7][CH:6]=[C:5]([CH2:8][CH2:9][CH2:10][OH:11])[CH:4]=1 |f:1.2.3.4.5.6|. Procedure details: A solution of methyl 3-(5-trimethylsilyl-3-furyl)propionate (from above) in tetrahydrofuran (3 ml) was added dropwise to a suspension of lithium aluminum hydride (27 mg) in tetrahydrofuran (4 ml) at room temperature. After 3 hours, the mixture was quenched with ethyl acetate and extracted with ether. Evaporation of the dried (magnesium sulphate) extracts gave the title alcohol, which was used in the next step without purification. Starting materials: BrC=1C=C(C=CC1)NC=1C2=C(N=CN1)C=NC(=C2)F (4-[(3-bromophenyl)amino]-6-fluoro-pyrido[3,4-d]pyrimidine), COC1=CC=C(CN)C=C1 (4-methoxybenzyl-amine). Run in C(C)O (ethanol). Reaction conditions: temperature 100 celsius. Product: BrC=1C=C(C=CC1)NC=1C2=C(N=CN1)C=NC(=C2)NCC2=CC=C(C=C2)OC (4-[(3-bromophenyl)amino]-6-[(4-methoxyphenyl)methyl- amino]pyrido[3,4-d]pyrimidine). Isolated yield 27.4%. RXN SMILES: [Br:1][C:2]1[CH:3]=[C:4]([NH:8][C:9]2[C:10]3[CH:18]=[C:17](F)[N:16]=[CH:15][C:11]=3[N:12]=[CH:13][N:14]=2)[CH:5]=[CH:6][CH:7]=1.[CH3:20][O:21][C:22]1[CH:29]=[CH:28][C:25]([CH2:26][NH2:27])=[CH:24][CH:23]=1>C(O)C>[Br:1][C:2]1[CH:3]=[C:4]([NH:8][C:9]2[C:10]3[CH:18]=[C:17]([NH:27][CH2:26][C:25]4[CH:28]=[CH:29][C:22]([O:21][CH3:20])=[CH:23][CH:24]=4)[N:16]=[CH:15][C:11]=3[N:12]=[CH:13][N:14]=2)[CH:5]=[CH:6][CH:7]=1. Procedure details: A mixture of 4-[(3-bromophenyl)amino]-6-fluoro-pyrido[3,4-d]pyrimidine (0.48 g) and 4-methoxybenzyl-amine (10.3 g) in ethanol (50 mL) was heated to 100° C. for 5 days. The resulting product was chromatographed on silica gel, eluting with CH2Cl2:EtOAc (3:1), to give 4-[(3-bromophenyl)amino]-6-[(4-methoxyphenyl)methyl- amino]pyrido[3,4-d]pyrimidine (0.18 g,) mp (aqueous methanol), 178-179.5° C. A 0.10 g portion of this was dissolved in 5 mL trifluoroacetic acid and heated under reflux for 1 hour, ... Starting materials: OC(C1C(CCCC1)=O)C1=C(C(=CC=C1)OC)C (2-[hydroxy-(3-methoxy-2-methylphenyl)-methyl]cyclohexanone), Cl (HCl). The solvent is CCOC(=O)C (EtOAc), C1CCOC1 (THF). Run at time 1 hour. The product is COC=1C(=C(CC2C(CCCC2)=O)C=CC1)C (2-(3-methoxy-2-methylbenzyl)cyclohexanone). The yield is 56.7%. RXN SMILES: O[CH:2]([C:10]1[CH:15]=[CH:14][CH:13]=[C:12]([O:16][CH3:17])[C:11]=1[CH3:18])[CH:3]1[CH2:8][CH2:7][CH2:6][CH2:5][C:4]1=[O:9].Cl>C1COCC1.CCOC(C)=O>[CH3:17][O:16][C:12]1[C:11]([CH3:18])=[C:10]([CH:15]=[CH:14][CH:13]=1)[CH2:2][CH:3]1[CH2:8][CH2:7][CH2:6][CH2:5][C:4]1=[O:9]. Procedure details: To a solution of 2-[hydroxy-(3-methoxy-2-methylphenyl)-methyl]cyclohexanone (1.85 g) in THF (20 ml) was added conc. HCl (0.5 ml) at 5° C. and the mixture was stirred at room temperature for 1 hour. The reaction mixture was diluted with EtOAc, washed with saturated sodium hydrogen carbonate, water, and brine, dried over magnesium sulfate, evaporated in vacuo. The residue was dissolved in MeOH (30 ml) and 10% Pd/C (wet) (400 mg) was added. The mixture was stirred under hydrogen atmosphere at room ... RXN SMILES: [Br:1][CH2:2][c:3]1[cH:4][cH:5][c:6]([C:7]#[N:8])[cH:9][cH:10]1.[CH3:16][N:17]1[CH2:18][CH2:19][N:20]([CH3:21])[C:22]1=[O:23].[N-:12]=[N+:13]=[N-:14].[Na+:11].[OH2:15]>>[CH2:2]([c:3]1[cH:4][cH:5][c:6]([C:7]#[N:8])[cH:9][cH:10]1)[N:12]=[N+:13]=[N-:14]. The product is N#Cc1ccc(CN=[N+]=[N-])cc1. Reactants: N#Cc1ccc(CBr)cc1, CN1CCN(C)C1=O, [N-]=[N+]=[N-], [Na+], O.